Dataset: the Open Reaction Database (ORD), a public repository of structured organic reaction records. Task: describe an organic reaction: reactants, conditions, products, and yield As a reaction SMILES: [OH:1][C:2]1[CH:15]=[CH:14][C:5]([O:6][C:7]([CH3:13])([CH3:12])[C:8]([NH:10][CH3:11])=[O:9])=[CH:4][CH:3]=1.[F:16][C:17]1[CH:18]=[C:19]([CH:22]=[CH:23][CH:24]=1)[CH2:20]Br.C(=O)([O-])[O-].[K+].[K+]>CC(=O)CC>[F:16][C:17]1[CH:18]=[C:19]([CH:22]=[CH:23][CH:24]=1)[CH2:20][O:1][C:2]1[CH:3]=[CH:4][C:5]([O:6][C:7]([CH3:12])([CH3:13])[C:8]([NH:10][CH3:11])=[O:9])=[CH:14][CH:15]=1 |f:2.3.4|. Solvent: CC(CC)=O (2-butanone). The product is FC=1C=C(COC2=CC=C(OC(C(=O)NC)(C)C)C=C2)C=CC1 (2-[4-(3-fluoro-benzyloxy)-phenoxy]-2,N-dimethyl-propionamide). The reactants are OC1=CC=C(OC(C(=O)NC)(C)C)C=C1 (2-(4-hydroxy-phenoxy)-2,N-dimethyl-propionamide), FC=1C=C(CBr)C=CC1 (3-fluoro-benzylbromide), C([O-])([O-])=O.[K+].[K+] (potassium carbonate). Reported procedure: In analogy to the procedure described in Example 3b), the alkylation of 2-(4-hydroxy-phenoxy)-2,N-dimethyl-propionamide with 3-fluoro-benzylbromide in 2-butanone using potassium carbonate as the base yielded the 2-[4-(3-fluoro-benzyloxy)-phenoxy]-2,N-dimethyl-propionamide as an brown oil; MS: m/e=318 (M+H)+. Starting materials: C(=O)(OC(C)(C)C)N1CCN(CC1)NC(CC1=CC=CC=C1)=O (1-BOC-4-phenylacetamidopiperazine), C(C)C1=CC=2C(=NC(=NC2S1)C(C)C)N1CCN(CC1)C(=O)OC(C)(C)C (tert-butyl 4-[6-ethyl-2-(methylethyl)thiopheno[3,2-e]pyrimidin-4-yl]piperazinecarboxylate). Product: C(C)C1=CC=2C(=NC(=NC2S1)C(C)C)N1CCN(CC1)C(CC1=CC=CC=C1)=O (1-{4-[6-ethyl-2-(methylethyl)thiopheno[3,2-e]pyrimidin-4-yl]piperazinyl}-2-phenylethan-1-one). Isolated yield 21.0%. RXN SMILES: C(N1CCN([NH:14][C:15](=[O:23])[CH2:16][C:17]2[CH:22]=[CH:21][CH:20]=[CH:19][CH:18]=2)CC1)(OC(C)(C)C)=O.[CH2:24]([C:26]1[S:34][C:33]2[N:32]=[C:31]([CH:35]([CH3:37])[CH3:36])[N:30]=[C:29]([N:38]3[CH2:43][CH2:42]N(C(OC(C)(C)C)=O)[CH2:40][CH2:39]3)[C:28]=2[CH:27]=1)[CH3:25]>>[CH2:24]([C:26]1[S:34][C:33]2[N:32]=[C:31]([CH:35]([CH3:37])[CH3:36])[N:30]=[C:29]([N:38]3[CH2:43][CH2:42][N:14]([C:15](=[O:23])[CH2:16][C:17]4[CH:18]=[CH:19][CH:20]=[CH:21][CH:22]=4)[CH2:40][CH2:39]3)[C:28]=2[CH:27]=1)[CH3:25]. Procedure details: Phenylacetamidopiperazine hydrochloride (Example 141) was reacted 2-isopropyl-4-chloro-6-ethylthienopyrimidine (Example 162) according to Example 87. Yield=21%, ES-MS: (M+H)+ 409.